From a dataset of the Open Reaction Database (ORD), a public repository of structured organic reaction records. describe an organic reaction: reactants, conditions, products, and yield Starting materials: C1(=CC=CC=C1)C=1C=NC=C(C1)C(C)=NOCCO (2-[1-(3-phenyl-5-pyridyl)ethylideneaminooxy]ethanol), N(=NC(=O)OCC)C(=O)OCC (diethyl azodicarboxylate), OC1=CC=C(CC2C(N(C(S2)=O)C(C2=CC=CC=C2)(C2=CC=CC=C2)C2=CC=CC=C2)=O)C=C1 (5-(4-hydroxybenzyl)-3-tritylthiazolidine-2,4-dione), C1(=CC=CC=C1)P(C1=CC=CC=C1)C1=CC=CC=C1 (triphenylphosphine). Yields the product C1(=CC=CC=C1)C=1C=NC=C(C1)C(C)=NOCCOC1=CC=C(CC2C(N(C(S2)=O)C(C2=CC=CC=C2)(C2=CC=CC=C2)C2=CC=CC=C2)=O)C=C1 (5-(4-{2-[1-(3-Phenyl-5-pyridyl)ethylideneaminooxy]ethoxy}benzyl)-3-tritylthiazolidine-2,4-dione). Yield: 59.0%. Reaction SMILES: [C:1]1([C:7]2[CH:8]=[N:9][CH:10]=[C:11]([C:13](=[N:15][O:16][CH2:17][CH2:18][OH:19])[CH3:14])[CH:12]=2)[CH:6]=[CH:5][CH:4]=[CH:3][CH:2]=1.O[C:21]1[CH:53]=[CH:52][C:24]([CH2:25][CH:26]2[S:30][C:29](=[O:31])[N:28]([C:32]([C:45]3[CH:50]=[CH:49][CH:48]=[CH:47][CH:46]=3)([C:39]3[CH:44]=[CH:43][CH:42]=[CH:41][CH:40]=3)[C:33]3[CH:38]=[CH:37][CH:36]=[CH:35][CH:34]=3)[C:27]2=[O:51])=[CH:23][CH:22]=1.C1(P(C2C=CC=CC=2)C2C=CC=CC=2)C=CC=CC=1.N(C(OCC)=O)=NC(OCC)=O>>[C:1]1([C:7]2[CH:8]=[N:9][CH:10]=[C:11]([C:13](=[N:15][O:16][CH2:17][CH2:18][O:19][C:21]3[CH:53]=[CH:52][C:24]([CH2:25][CH:26]4[S:30][C:29](=[O:31])[N:28]([C:32]([C:45]5[CH:50]=[CH:49][CH:48]=[CH:47][CH:46]=5)([C:39]5[CH:40]=[CH:41][CH:42]=[CH:43][CH:44]=5)[C:33]5[CH:38]=[CH:37][CH:36]=[CH:35][CH:34]=5)[C:27]4=[O:51])=[CH:23][CH:22]=3)[CH3:14])[CH:12]=2)[CH:2]=[CH:3][CH:4]=[CH:5][CH:6]=1. Procedure details: Following a procedure similar to that described in Example 1(a), but using 419 mg of 2-[1-(3-phenyl-5-pyridyl)ethylideneaminooxy]ethanol (prepared as described in Preparation 18), 585 mg of 5-(4-hydroxybenzyl)-3-tritylthiazolidine-2,4-dione, 429 mg of triphenylphosphine and 285 mg of diethyl azodicarboxylate, 522 mg of the title compound were obtained as a foam-like solid. Reactants: 50, CO (methanol), CC1=C(SC(=C1Br)Br)Br (3-methyl-2,4,5-tribromothiophene). The reagents and catalysts are [Cl-].C[N+](CCCCCCCC)(CCCCCCCC)CCCCCCCC (methyltrioctylammonium chloride), [Cl-].[Zn+2].[Cl-] (zinc chloride). Solvent: C(Cl)Cl (methylene chloride). Product: BrC=1SC=C(C1C)Br (2,4-dibromo-3-methylthiophene), BrC=1SC=C(C1Br)C (2,3-dibromo-4-methylthiophene). The yield is 3.0%. RXN SMILES: CO.[CH3:3][C:4]1[C:8]([Br:9])=[C:7]([Br:10])[S:6][C:5]=1[Br:11]>[Cl-].C[N+](CCCCCCCC)(CCCCCCCC)CCCCCCCC.[Cl-].[Zn+2].[Cl-].C(Cl)Cl>[Br:11][C:5]1[S:6][CH:7]=[C:8]([Br:9])[C:4]=1[CH3:3].[Br:10][C:7]1[S:6][CH:5]=[C:4]([CH3:3])[C:8]=1[Br:9] |f:2.3,4.5.6|. Procedure: A catholyte of 300 ml of methanol, 100 ml of methylene chloride, 15 g of zinc chloride, 0.5 g of methyltrioctylammonium chloride and 31 g of 3-methyl-2,4,5-tribromothiophene were electrolysed in electrolysis cell 1 at a current density of 50 mA/cm2 at the start and 25 mA/cm2 at the end of the batch, a voltage of 4 or 3 V, a temperature of 34° to 24° C. and pH of -0.8. The current consumption was 14.8 Ah. After addition of 500 ml of water to the catholyte and working up as described in Example 1,... The reactants are COc1cc(NC(=O)C2CCC(c3ccc(OC)c(OC)c3)N2C(=O)OC(C)(C)C)ccc1Cl, ClCCl, O=C(O)C(F)(F)F. Product: COc1cc(NC(=O)C2CCC(c3ccc(OC)c(OC)c3)N2)ccc1Cl. Reaction SMILES: [C:1]([O:2][C:3](=[O:4])[N:8]1[CH:9]([C:23]([NH:24][c:25]2[cH:26][c:27]([O:32][CH3:33])[c:28]([Cl:31])[cH:29][cH:30]2)=[O:34])[CH2:10][CH2:11][CH:12]1[c:13]1[cH:14][c:15]([O:21][CH3:22])[c:16]([O:19][CH3:20])[cH:17][cH:18]1)([CH3:5])([CH3:6])[CH3:7].[Cl:42][CH2:43][Cl:44].[F:35][C:36]([F:37])([F:38])[C:39]([OH:40])=[O:41]>>[NH:8]1[CH:9]([C:23]([NH:24][c:25]2[cH:26][c:27]([O:32][CH3:33])[c:28]([Cl:31])[cH:29][cH:30]2)=[O:34])[CH2:10][CH2:11][CH:12]1[c:13]1[cH:14][c:15]([O:21][CH3:22])[c:16]([O:19][CH3:20])[cH:17][cH:18]1. Starting materials: COC1=C(C(=C2C(OCC2=C1C)=O)OCOCCOC)C/C=C(/CO)\C ((E)-4-(1,3-dihydro-6-methoxy-4-methoxyethoxymethoxy-7-methyl-3-oxoisobenzofuran-5-yl)-2-methylbut-2-en-1-ol), C1(=CC=CC=C1)P(C1=CC=CC=C1)C1=CC=CC=C1 (triphenylphosphine), BrN1C(CCC1=O)=O (N-bromosuccinimide). The solvent is C(Cl)Cl (methylene chloride). The product is COC1=C(C(=C2C(OCC2=C1C)=O)OCOCCOC)C/C=C(/CBr)\C ((E)-4-(1,3-dihydro-6-methoxy-4-methoxyethoxymethoxy-7-methyl-3-oxoisobenzofuran-5-yl) -2-methylbut-2-enyl bromide). RXN SMILES: [CH3:1][O:2][C:3]1[C:11]([CH3:12])=[C:10]2[C:6]([C:7](=[O:13])[O:8][CH2:9]2)=[C:5]([O:14][CH2:15][O:16][CH2:17][CH2:18][O:19][CH3:20])[C:4]=1[CH2:21]/[CH:22]=[C:23](\[CH3:26])/[CH2:24]O.C1(P(C2C=CC=CC=2)C2C=CC=CC=2)C=CC=CC=1.[Br:46]N1C(=O)CCC1=O>C(Cl)Cl>[CH3:1][O:2][C:3]1[C:11]([CH3:12])=[C:10]2[C:6]([C:7](=[O:13])[O:8][CH2:9]2)=[C:5]([O:14][CH2:15][O:16][CH2:17][CH2:18][O:19][CH3:20])[C:4]=1[CH2:21]/[CH:22]=[C:23](\[CH3:26])/[CH2:24][Br:46]. Reported procedure: To a solution of (E)-4-(1,3-dihydro-6-methoxy-4-methoxyethoxymethoxy-7-methyl-3-oxoisobenzofuran-5-yl)-2-methylbut-2-en-1-ol (4.6 g) in methylene chloride (100 ml) at 0° C. was added triphenylphosphine (3.64 g) then N-bromosuccinimide (2.48 g). After 15 minutes the solution was washed with 10% aqueous sodium bisulphite, water, aqueous sodium bicarbonate, then dried and evaporated. The residue was chromatographed on silica gel, eluting with 4:1 hexane: ethyl acetate, to give (E)-4-(1,3-dihydro-6-...